From a dataset of the Open Reaction Database (ORD), a public repository of structured organic reaction records. describe an organic reaction: reactants, conditions, products, and yield Reactants: Cl.C(C1=CC=CC=C1)N1N=C2C=C(C=CC2=C1)C=1C=C(N2N=CN=C(C21)N)C=2N=C(SC2)C2CCNCC2 (5-(2-benzyl-2H-indazol-6-yl)-7-(2-piperidin-4-yl-1,3-thiazol-4-yl)pyrrolo[2,1-f][1,2,4]triazin-4-amine hydrochloride), CS(=O)(=O)Cl (methanesulfonyl chloride), C(C)(C)N(C(C)C)CC (N,N-diisopropylethylamine). Run in CN(C)C=O (DMF). Conditions: time 17 hour. Yields the product C(C1=CC=CC=C1)N1N=C2C=C(C=CC2=C1)C=1C=C(N2N=CN=C(C21)N)C=2N=C(SC2)C2CCN(CC2)S(=O)(=O)C (5-(2-benzyl-2H-indazol-6-yl)-7-{2-[1-(methylsulfonyl)piperidin-4-yl]-1,3-thiazol-4-yl}pyrrolo[2,1-f][1,2,4]triazin-4-amine). The yield is 28.2%. RXN SMILES: Cl.[CH2:2]([N:9]1[CH:17]=[C:16]2[C:11]([CH:12]=[C:13]([C:18]3[CH:19]=[C:20]([C:28]4[N:29]=[C:30]([CH:33]5[CH2:38][CH2:37][NH:36][CH2:35][CH2:34]5)[S:31][CH:32]=4)[N:21]4[C:26]=3[C:25]([NH2:27])=[N:24][CH:23]=[N:22]4)[CH:14]=[CH:15]2)=[N:10]1)[C:3]1[CH:8]=[CH:7][CH:6]=[CH:5][CH:4]=1.[CH3:39][S:40](Cl)(=[O:42])=[O:41].C(N(CC)C(C)C)(C)C>CN(C=O)C>[CH2:2]([N:9]1[CH:17]=[C:16]2[C:11]([CH:12]=[C:13]([C:18]3[CH:19]=[C:20]([C:28]4[N:29]=[C:30]([CH:33]5[CH2:38][CH2:37][N:36]([S:40]([CH3:39])(=[O:42])=[O:41])[CH2:35][CH2:34]5)[S:31][CH:32]=4)[N:21]4[C:26]=3[C:25]([NH2:27])=[N:24][CH:23]=[N:22]4)[CH:14]=[CH:15]2)=[N:10]1)[C:3]1[CH:4]=[CH:5][CH:6]=[CH:7][CH:8]=1 |f:0.1|. Procedure: To a solution of 5-(2-benzyl-2H-indazol-6-yl)-7-(2-piperidin-4-yl-1,3-thiazol-4-yl)pyrrolo[2,1-f][1,2,4]triazin-4-amine hydrochloride (100 mg, 0.17 mmol) in DMF (1.5 mL) was added methanesulfonyl chloride (15 μL, 0.19 mmol) and N,N-diisopropylethylamine (120 μL, 0.69 mmol). The reaction was stirred at rt for 17 h. The crude mixture was purified by preparative HPLC using a gradient elution from 15% to 45% acetonitrile to provide 28 mg (28%) of the desired product. 1H NMR (400 MHz, DMSO-d6) δ 8.56... Reactants: C(C1=CC=CC=C1)OC1=CC=C(C=O)C=C1 (4-benzyloxybenzaldehyde), [Cl-].C(C)OC(C(=O)OCC)[P+](C1=CC=CC=C1)(C1=CC=CC=C1)C1=CC=CC=C1 ((1,2-diethoxy-2-oxoethyl)(triphenyl)phosphonium chloride), CN(C(N(C)C)=N)C (tetramethylguanidine). Solvent: C(Cl)Cl (CH2Cl2). Conditions: temperature 20 celsius, time 20 hour. The product is C=1C=CC(=CC1)P(=O)(C=2C=CC=CC2)C=3C=CC=CC3 (TPPO). RXN SMILES: [Cl-].C(OC([P+:11]([C:24]1[CH:29]=[CH:28][CH:27]=[CH:26][CH:25]=1)([C:18]1[CH:23]=[CH:22][CH:21]=[CH:20][CH:19]=1)[C:12]1[CH:17]=[CH:16][CH:15]=[CH:14][CH:13]=1)C(OCC)=O)C.C([O:37]C1C=CC(C=O)=CC=1)C1C=CC=CC=1.CN(C)C(=N)N(C)C>C(Cl)Cl>[CH:27]1[CH:28]=[CH:29][C:24]([P:11]([C:18]2[CH:19]=[CH:20][CH:21]=[CH:22][CH:23]=2)([C:12]2[CH:17]=[CH:16][CH:15]=[CH:14][CH:13]=2)=[O:37])=[CH:25][CH:26]=1 |f:0.1|. Procedure: The crystals of (1,2-diethoxy-2-oxoethyl)(triphenyl)phosphonium chloride in the reactor were dissolved in CH2Cl2 (290 L) followed by the addition of 4-benzyloxybenzaldehyde (44.2 kg, 208 mol, yield is based on this chemical). To this solution tetramethylguanidine (25.4 kg, 220 mol) was added in 1 hour. The solution was then stirred for 20 hours at 20° C. CH2Cl2 (200 L) was distilled off and at an Ti of 30° C. replaced TBME (280 l). The crystals of TPPO formed were filtered off at 20° C. and the ... The reactants are ClC1=CC(=CC=C1)C(=O)OO (m-chloroperbenzoic acid), ClC=1C(=NC=NC1CC)NC1CCC(CC1)=CCCCCC (5-chloro-6-ethyl-4-(4-hexylidenecyclohexylamino)pyrimidine). Solvent: ClCCl (dichloromethane), ClCCl (dichloromethane). Reaction conditions: time 4 hour. Product: ClC=1C(=NC=NC1CC)NC1CCC2(C(O2)CCCCC)CC1 (5-Chloro-6-ethyl-4-(2-n-pentyl-1-oxaspiro[2.5]oct-6-ylamino)pyrimidine). RXN SMILES: ClC1C=CC=C(C(OO)=[O:9])C=1.[Cl:12][C:13]1[C:14]([NH:21][CH:22]2[CH2:27][CH2:26][C:25](=[CH:28][CH2:29][CH2:30][CH2:31][CH2:32][CH3:33])[CH2:24][CH2:23]2)=[N:15][CH:16]=[N:17][C:18]=1[CH2:19][CH3:20]>ClCCl>[Cl:12][C:13]1[C:14]([NH:21][CH:22]2[CH2:27][CH2:26][C:25]3([O:9][CH:28]3[CH2:29][CH2:30][CH2:31][CH2:32][CH3:33])[CH2:24][CH2:23]2)=[N:15][CH:16]=[N:17][C:18]=1[CH2:19][CH3:20]. Procedure: A solution of 4.0 g (0.02 mol) of m-chloroperbenzoic acid (85% strength) in 25 ml of dichloromethane was slowly added dropwise at 0° C. to a solution of 6.4 g (0.02 mol) of 5-chloro-6-ethyl-4-(4-hexylidenecyclohexylamino)pyrimidine (WO 95 07894) in 25 ml of dichloromethane. Stirring of the mixture was continued at room temperature for 4 hours. After the mixture had been allowed to stand overnight, it was extracted by stirring with aqueous sodium hydrogen carbonate solution, and the organic phase... Starting materials: aqueous solution, [OH-].[Na+] (sodium hydroxide), S1SC(CC1)CCCCNC(NCC(=O)OC)=O (Methyl 3-[4-(1,2-dithiolan-3-yl)butyl]ureidoacetate). Solvent: CO (methanol). Conditions: time 5 hour. Product: S1SC(CC1)CCCCNC(NCC(=O)O)=O ({3-[4-(1,2-Dithiolan-3-yl)butyl]ureido}acetic acid). Yield: 30.8%. As a reaction SMILES: [OH-].[Na+].[S:3]1[CH2:7][CH2:6][CH:5]([CH2:8][CH2:9][CH2:10][CH2:11][NH:12][C:13](=[O:20])[NH:14][CH2:15][C:16]([O:18]C)=[O:17])[S:4]1>CO>[S:3]1[CH2:7][CH2:6][CH:5]([CH2:8][CH2:9][CH2:10][CH2:11][NH:12][C:13](=[O:20])[NH:14][CH2:15][C:16]([OH:18])=[O:17])[S:4]1 |f:0.1|. Procedure details: 2.1 ml of a 1N aqueous solution of sodium hydroxide were added dropwise to a solution of 218 mg of methyl {3-[4-(1,2-dithiolan-3-yl)butyl]ureido}acetate (prepared as described in Example 46) in 4 ml of methanol, and then the mixture was stirred at room temperature for 5 hours. The reaction mixture was then allowed to stand overnight at room temperature, after which the solvent was removed from the reaction mixture by distillation under reduced pressure. Water was added to the residue. The result... Starting materials: C(C)(C)C1=C(C=C(C=C1)NC(C)=O)OC (N-(4-Isopropyl-3-methoxy-phenyl)-acetamide), Cl (HCl). Reaction SMILES: [CH:1]([C:4]1[CH:9]=[CH:8][C:7]([NH:10]C(=O)C)=[CH:6][C:5]=1[O:14][CH3:15])([CH3:3])[CH3:2].[ClH:16]>>[CH:1]([C:4]1[CH:9]=[CH:8][C:7]([NH2:10])=[CH:6][C:5]=1[O:14][CH3:15])([CH3:3])[CH3:2].[ClH:16]. Isolated yield 60.0%. Procedure: N-(4-Isopropyl-3-methoxy-phenyl)-acetamide (14.5 g, 69.9 mmol) in 200 ml 6 N HCl was heated to 95° C. for 3.0 hours. The reaction mixture was cooled to room temperature, and allowed to sit for 72 hours at room temperature, during which time crystals formed. The reaction mixture was filtered, and the crystals were washed 1 N HCl and dried under vacuum to give 4-Isopropyl-3-methoxy-phenylamine as an HCl salt (7.6 g, 60%). Yields the product C(C)(C)C1=C(C=C(C=C1)N)OC (4-Isopropyl-3-methoxy-phenylamine), Cl (HCl). Run at time 72 hour. Yield: 62.1%. RXN SMILES: Br[C:2]1[CH:7]=[C:6]([F:8])[C:5]([Cl:9])=[CH:4][C:3]=1[F:10].C([Mg]Br)(C)C.C(O[B:20]1[O:24][C:23]([CH3:26])([CH3:25])[C:22]([CH3:28])([CH3:27])[O:21]1)(C)C.[Cl-].[NH4+]>C1COCC1>[Cl:9][C:5]1[C:6]([F:8])=[CH:7][C:2]([B:20]2[O:24][C:23]([CH3:26])([CH3:25])[C:22]([CH3:28])([CH3:27])[O:21]2)=[C:3]([F:10])[CH:4]=1 |f:3.4|. Yields the product ClC1=CC(=C(C=C1F)B1OC(C(O1)(C)C)(C)C)F (2-(4-chloro-2,5-difluorophenyl)-4,4,5,5-tetramethyl-1,3,2-dioxaborolane). Reactants: C(C)(C)OB1OC(C(O1)(C)C)(C)C (2-isopropoxy-4,4,5,5-tetramethyl-1,3,2-dioxaborolane), BrC1=C(C=C(C(=C1)F)Cl)F (1-bromo-4-chloro-2,5-difluorobenzene), C(C)(C)[Mg]Br (isopropylmagnesium bromide), resultant mixture, [Cl-].[NH4+] (ammonium chloride). Solvent: C1CCOC1 (THF). Run at temperature 0 celsius, time 1 hour. Procedure: To a solution of 1-bromo-4-chloro-2,5-difluorobenzene (200 mg, 0.879 mmol) in THF (10 mL) cooled to −10° C. was added isopropylmagnesium bromide (1M in THF, 1.055 mL, 1.055 mmol) dropwise and the reaction mixture was stirred at this temperature for 1 h. The reaction mixture was then warmed to 0° C. and stirred for another 1 h. The resultant mixture was again cooled to −10° C. and treated dropwise with a solution of 2-isopropoxy-4,4,5,5-tetramethyl-1,3,2-dioxaborolane (196 mg, 1.055 mmol). The re...